This data is from the Open Reaction Database (ORD), a public repository of structured organic reaction records. The task is: describe an organic reaction: reactants, conditions, products, and yield The reactants are CC(=O)O[BH-](OC(C)=O)OC(C)=O, CN1CCCNCC1, CC(C)[O-], CC(C)[O-], CC(C)[O-], CC(C)[O-], Cc1c(F)cc(C(=O)NC2CC2)cc1-c1ccc2c(=O)n(CC(C)(C)CO)cc(C=O)c2c1, O=C(O)C(F)(F)F, [Na+], [Ti+4]. Yields the product Cc1c(F)cc(C(=O)NC2CC2)cc1-c1ccc2c(=O)n(CC(C)(C)CO)cc(CN3CCCN(C)CC3)c2c1. As a reaction SMILES: [C:42]([O:43][BH-:44]([O:45][C:46](=[O:47])[CH3:48])[O:49][C:50](=[O:51])[CH3:52])(=[O:53])[CH3:54].[CH3:34][N:35]1[CH2:36][CH2:37][NH:38][CH2:39][CH2:40][CH2:41]1.[CH3:63][CH:64]([CH3:65])[O-:66].[CH3:68][CH:69]([CH3:70])[O-:71].[CH3:72][CH:73]([CH3:74])[O-:75].[CH3:76][CH:77]([CH3:78])[O-:79].[CH:1]1([NH:4][C:5]([c:6]2[cH:7][c:8]([F:32])[c:9]([CH3:31])[c:10](-[c:12]3[cH:13][c:14]4[c:15]([CH:29]=[O:30])[cH:16][n:17]([CH2:23][C:24]([CH2:25][OH:26])([CH3:27])[CH3:28])[c:18](=[O:22])[c:19]4[cH:20][cH:21]3)[cH:11]2)=[O:33])[CH2:2][CH2:3]1.[F:56][C:57]([F:58])([F:59])[C:60]([OH:61])=[O:62].[Na+:55].[Ti+4:67]>>[CH:1]1([NH:4][C:5]([c:6]2[cH:7][c:8]([F:32])[c:9]([CH3:31])[c:10](-[c:12]3[cH:13][c:14]4[c:15]([CH2:29][N:38]5[CH2:37][CH2:36][N:35]([CH3:34])[CH2:41][CH2:40][CH2:39]5)[cH:16][n:17]([CH2:23][C:24]([CH2:25][OH:26])([CH3:27])[CH3:28])[c:18](=[O:22])[c:19]4[cH:20][cH:21]3)[cH:11]2)=[O:33])[CH2:2][CH2:3]1.